From a dataset of the Open Reaction Database (ORD), a public repository of structured organic reaction records. describe an organic reaction: reactants, conditions, products, and yield Reactants: C(C)OP(=O)(OCC)C/C(=C/C(=O)OCC)/C (ethyl 4-(diethoxyphosphoryl)-3-methyl-but-2E-enoate), C(C)OC1=C(C=C2C(=CC(OC2=C1)(C)C)C(C)C)/C(=C(\C=O)/F)/C ((2E)-3-(7-ethoxy-4-isopropyl-2,2-dimethyl-2H-chromen-6-yl)-2-fluoro-but-2-enal), C(C)OC1=C(C=C2C(=CC(OC2=C1)(C)C)C(C)C)/C(=C(\C=O)/F)/C ((2E)-3-(7-ethoxy-4-isopropyl-2,2-dimethyl-2H-chromen-6-yl)-2-fluoro-but-2-enal). Yields the product C(C)OC1=C(C=C2C(=CC(OC2=C1)(C)C)C(C)C)/C(=C(\C=C\C(=C\C(=O)OCC)\C)/F)/C (Ethyl (2E,4E,6E)-7-(7-ethoxy-4-isopropyl-2,2-dimethyl-2H-chromen-6-yl)-6-fluoro-3-methyl-octa-2,4,6-trienoate). As a reaction SMILES: C(OP([CH2:9]/[C:10](/[CH3:17])=[CH:11]/[C:12]([O:14][CH2:15][CH3:16])=[O:13])(OCC)=O)C.[CH2:18]([O:20][C:21]1[CH:30]=[C:29]2[C:24]([C:25]([CH:33]([CH3:35])[CH3:34])=[CH:26][C:27]([CH3:32])([CH3:31])[O:28]2)=[CH:23][C:22]=1/[C:36](/[CH3:41])=[C:37](/[F:40])\[CH:38]=O)[CH3:19]>>[CH2:18]([O:20][C:21]1[CH:30]=[C:29]2[C:24]([C:25]([CH:33]([CH3:35])[CH3:34])=[CH:26][C:27]([CH3:32])([CH3:31])[O:28]2)=[CH:23][C:22]=1/[C:36](/[CH3:41])=[C:37](/[F:40])\[CH:38]=[CH:9]\[C:10](\[CH3:17])=[CH:11]\[C:12]([O:14][CH2:15][CH3:16])=[O:13])[CH3:19]. Reported procedure: Following General Procedure O, ethyl 4-(diethoxyphosphoryl)-3-methyl-but-2E-enoate (230 mg, 0.84 mmol) and (2E)-3-(7-ethoxy-4-isopropyl-2,2-dimethyl-2H-chromen-6-yl)-2-fluoro-but-2-enal (Compound 98, 96 mg, 0.29 mmol) were reacted to give the title compound as a yellow oil after purification by column chromatography (silica gel, 5% ethyl acetate in hexane). Starting materials: NC1=NC=CC(=C1CCC1=NC=2C(=NC=CC2)N1Br)C (2-[2-(2-amino-4-methylpyridinyl)ethyl]-bromo-3H-imidazo[4,5-b]pyridine), C(C1=CC=CC=C1)OC=1C=C(C=CC1)B(O)O (3-benzyloxyphenylboronic acid), PdCl2(PCy3)2. The solvent is O1CCOCC1 (dioxane), C(=O)([O-])[O-].[Na+].[Na+] (Na2CO3). The product is C(C1=CC=CC=C1)OC=1C=C(C=CC1)C=1C=C2C(=NC1)NC(=N2)CCC2=CC(=CC(=N2)N)C (6-{2-[6-(3-Benzyloxy-phenyl)-3H-imidazo[4,5-b]pyridin-2-yl]-ethyl}-4-methyl-pyridin-2-ylamine). Isolated yield 122.0%. RXN SMILES: NC1[C:7]([CH2:8][CH2:9][C:10]2[N:18](Br)[C:13]3=[N:14][CH:15]=[CH:16][CH:17]=[C:12]3[N:11]=2)=[C:6](C)[CH:5]=[CH:4]N=1.[CH2:21]([O:28][C:29]1[CH:30]=[C:31](B(O)O)[CH:32]=[CH:33][CH:34]=1)[C:22]1[CH:27]=[CH:26][CH:25]=[CH:24][CH:23]=1>O1CCOCC1.C([O-])([O-])=O.[Na+].[Na+]>[CH2:21]([O:28][C:29]1[CH:30]=[C:31]([C:16]2[CH:17]=[C:12]3[N:11]=[C:10]([CH2:9][CH2:8][C:7]4[N:11]=[C:10]([NH2:18])[CH:9]=[C:5]([CH3:4])[CH:6]=4)[NH:18][C:13]3=[N:14][CH:15]=2)[CH:32]=[CH:33][CH:34]=1)[C:22]1[CH:27]=[CH:26][CH:25]=[CH:24][CH:23]=1 |f:3.4.5|. Reported procedure: The title compound is synthesized according to General Procedure A. 150 mg of 2-[2-(2-amino-4-methylpyridinyl)ethyl]-bromo-3H-imidazo[4,5-b]pyridine in 7.5 ml dioxane, 1.36 ml Na2CO3 solution, 116 mg of 3-benzyloxyphenylboronic acid, 20 mg of PdCl2(PCy3)2, 120° C. for 48 h, 20 ml of CH2Cl2/H2O, 220 mg of crude title compound is purified by recrystallization from 6.0 ml isopropyl alcohol to yield 120 mg of the title compound. M.p. 181° C. ESI-MS: 436.3 (MH+). TLC: Rf=0.30 (dichloromethane/methano... The reactants are [K+], [K+], NC(Cc1ccccc1)C(=O)O, [Na+], [OH-], O=P([O-])([O-])O. Product: NC(Cc1ccccc1)C(=O)O. Reaction SMILES: [K+:18].[K+:19].[NH2:1][CH:2]([CH2:3][c:4]1[cH:5][cH:6][cH:7][cH:8][cH:9]1)[C:10]([OH:11])=[O:12].[Na+:21].[OH-:20].[P:13]([O-:14])([O-:15])([OH:16])=[O:17]>>[NH2:1][CH:2]([CH2:3][c:4]1[cH:5][cH:6][cH:7][cH:8][cH:9]1)[C:10](=[O:11])[OH:12]. Starting materials: ClCCl, NCC(O)c1cccnc1, O=C1CCN(c2ccc(CC3SC(=O)NC3=O)cc2)CC1, O. Product: O=C1NC(=O)C(Cc2ccc(N3CCC(NCC(O)c4cccnc4)CC3)cc2)S1. Reaction SMILES: [Cl:33][CH2:34][Cl:35].[NH2:1][CH2:2][CH:3]([OH:4])[c:5]1[cH:6][n:7][cH:8][cH:9][cH:10]1.[O:11]=[C:12]1[CH2:13][CH2:14][N:15]([c:18]2[cH:19][cH:20][c:21]([CH2:22][CH:23]3[C:24](=[O:29])[NH:25][C:26](=[O:28])[S:27]3)[cH:30][cH:31]2)[CH2:16][CH2:17]1.[OH2:32]>>[NH:1]([CH2:2][CH:3]([OH:4])[c:5]1[cH:6][n:7][cH:8][cH:9][cH:10]1)[CH:12]1[CH2:13][CH2:14][N:15]([c:18]2[cH:19][cH:20][c:21]([CH2:22][CH:23]3[C:24](=[O:29])[NH:25][C:26](=[O:28])[S:27]3)[cH:30][cH:31]2)[CH2:16][CH2:17]1.